Task: describe an organic reaction: reactants, conditions, products, and yield. Dataset: the Open Reaction Database (ORD), a public repository of structured organic reaction records Starting materials: C(#N)C1=CC(=C(C=C1)C=1C=NN(C1O)C1=NC=C(C(=O)O)C=C1)C (6-(4-(4-cyano-2-methylphenyl)-5-hydroxy-1H-pyrazol-1-yl)nicotinic acid), C(C)(C)N1[C@@H](CNCC1)C ((R)-1-isopropyl-2-methylpiperazine). As a reaction SMILES: [C:1]([C:3]1[CH:8]=[CH:7][C:6]([C:9]2[CH:10]=[N:11][N:12]([C:15]3[CH:23]=[CH:22][C:18]([C:19]([OH:21])=O)=[CH:17][N:16]=3)[C:13]=2[OH:14])=[C:5]([CH3:24])[CH:4]=1)#[N:2].[CH:25]([N:28]1[CH2:33][CH2:32][NH:31][CH2:30][C@H:29]1[CH3:34])([CH3:27])[CH3:26]>>[OH:14][C:13]1[N:12]([C:15]2[CH:23]=[CH:22][C:18]([C:19]([N:31]3[CH2:32][CH2:33][N:28]([CH:25]([CH3:27])[CH3:26])[C@H:29]([CH3:34])[CH2:30]3)=[O:21])=[CH:17][N:16]=2)[N:11]=[CH:10][C:9]=1[C:6]1[CH:7]=[CH:8][C:3]([C:1]#[N:2])=[CH:4][C:5]=1[CH3:24]. Procedure: The title compound was prepared in a manner similar to Example 112 using 6-(4-(4-cyano-2-methylphenyl)-5-hydroxy-1H-pyrazol-1-yl)nicotinic acid and (R)-1-isopropyl-2-methylpiperazine. 1H NMR (500 MHz, CHLOROFORM-d) δ ppm 0.93 (br. s., 3H) 1.01 (br. s., 2H) 1.16 (br. s., 5H) 2.43 (s, 1H) 2.47 (s, 3H) 2.61 (d, J=12.20 Hz, 1H) 2.75-2.98 (m, 1H) 3.07 (br. s., 1H) 3.29 (br. s., 2H) 4.39 (br. s., 1H) 7.47-7.62 (m, 3H) 7.68 (s, 1H) 7.95-8.11 (m, 2H) 8.44 (s, 1H); ESI-MS m/z [M+H]+ 445.3. Product: OC1=C(C=NN1C1=NC=C(C=C1)C(=O)N1C[C@H](N(CC1)C(C)C)C)C1=C(C=C(C#N)C=C1)C ((R)-4-(5-hydroxy-1-(5-(4-isopropyl-3-methylpiperazine-1-carbonyl)pyridin-2-yl)-1H-pyrazol-4-yl)-3-methylbenzonitrile). Reactants: SC=1NC2=C(N1)C=CC(=C2)OC (2-mercapto-5-methoxybenzimidazole), Cl.ClCC1=C(N)C=CC(=C1)C (2-(chloromethyl)-4-methylaniline hydrochloride). Yields the product COC1=CC2=C(NC(=N2)SCC2=C(C=CC(=C2)C)N)C=C1 (2-[[(5-Methoxy-1H-benzimidazol-2-yl)thio]methyl]-4-methylbenzenamine). Isolated yield 41.8%. As a reaction SMILES: [SH:1][C:2]1[NH:3][C:4]2[CH:10]=[C:9]([O:11][CH3:12])[CH:8]=[CH:7][C:5]=2[N:6]=1.Cl.Cl[CH2:15][C:16]1[CH:22]=[C:21]([CH3:23])[CH:20]=[CH:19][C:17]=1[NH2:18]>>[CH3:12][O:11][C:9]1[CH:8]=[CH:7][C:5]2[NH:6][C:2]([S:1][CH2:15][C:16]3[CH:22]=[C:21]([CH3:23])[CH:20]=[CH:19][C:17]=3[NH2:18])=[N:3][C:4]=2[CH:10]=1 |f:1.2|. Procedure: The title compound (1.95 g) was prepared by the method of Example 1 using 2.81 g of 2-mercapto-5-methoxybenzimidazole instead of 2-mercaptobenzimidazole and 3.00 g of 2-(chloromethyl)-4-methylaniline hydrochloride instead of 2-(chloromethyl)-N,N-dimethylaniline. Analysis. Calc'd. for C16H17N3OS: C, 64.19; H, 5.72; N, 14.04; S, 10.71. Found: C, 63.71; H, 5.80; N, 13.86; S, 10.60.